This data is from the Open Reaction Database (ORD), a public repository of structured organic reaction records. The task is: describe an organic reaction: reactants, conditions, products, and yield The reactants are C(C=C)Br (allyl bromide), C(C=C)Br (allyl bromide), C(C)(C)(C)OC(=O)N1CC(C(CC1)=O)C(=O)OC (methyl 1-(tert-butyloxycarbonyl)-4-oxopiperidine-3-carboxylate), C(C=C)Br (allyl bromide), saturated aqueous solution, [Cl-].[NH4+] (ammonium chloride), C(C=C)Br (allyl bromide), Cl (HCl), C(C=C)Br (allyl bromide). Reagents/catalysts: [Zn] (zinc), [Zn] (zinc), [Zn] (zinc), [Zn] (zinc). The solvent is C1CCOC1 (THF), C1CCOC1 (THF), C1CCOC1 (THF), C(C)OCC (ethyl ether). Run at time 3 hour. Product: C(C)(C)(C)OC(=O)N1CC(C(CC1)(O)CC=C)C(=O)OC (methyl 1-(tert-butyloxycarbonyl)-4-allyl-4-hydroxypiperidine-3-carboxylate). As a reaction SMILES: [C:1]([O:5][C:6]([N:8]1[CH2:13][CH2:12][C:11](=[O:14])[CH:10]([C:15]([O:17][CH3:18])=[O:16])[CH2:9]1)=[O:7])([CH3:4])([CH3:3])[CH3:2].[Cl-].[NH4+].[CH2:21](Br)[CH:22]=[CH2:23].Cl>C1COCC1.[Zn].C(OCC)C>[C:1]([O:5][C:6]([N:8]1[CH2:13][CH2:12][C:11]([CH2:23][CH:22]=[CH2:21])([OH:14])[CH:10]([C:15]([O:17][CH3:18])=[O:16])[CH2:9]1)=[O:7])([CH3:4])([CH3:3])[CH3:2] |f:1.2|. Procedure details: 101.66 g of methyl 1-(tert-butyloxycarbonyl)-4-oxopiperidine-3-carboxylate were added, under an inert atmosphere and at a temperature close to 20° C., to 2.156 liters of a saturated aqueous solution of ammonium chloride and of THF (10/1 by volume) of THF. 34.73-cm3 of allyl bromide were then added, followed by 77.51 g of zinc while maintaining the temperature below 30° C. A solution of 69.47-cm3 of allyl bromide in 50-cm3 of THF was then poured in dropwise. After stirring for 3 hours at a temper... The reactants are C1(=CC=CC2=CC=CC=C12)C1=C(C=CC=C1)CO ([(naphthyl)phenyl]methanol), [Mg] (magnesium), BrC1=CC=CC=C1 (bromobenzene), N1=C(C=CC=C1)C(=O)C1=NC=CC=C1 (di-2-pyridyl ketone). The product is Grignard reagent, N1=C(C=CC=C1)C(O)(C1=CC=CC=C1)C1=NC=CC=C1 (di(2-pyridyl)phenylmethanol). RXN SMILES: C1(C2C=CC=CC=2CO)C2C(=CC=CC=2)C=CC=1.[Mg].Br[C:21]1[CH:26]=[CH:25][CH:24]=[CH:23][CH:22]=1.[N:27]1[CH:32]=[CH:31][CH:30]=[CH:29][C:28]=1[C:33]([C:35]1[CH:40]=[CH:39][CH:38]=[CH:37][N:36]=1)=[O:34]>>[N:27]1[CH:32]=[CH:31][CH:30]=[CH:29][C:28]=1[C:33]([C:35]1[CH:40]=[CH:39][CH:38]=[CH:37][N:36]=1)([C:21]1[CH:26]=[CH:25][CH:24]=[CH:23][CH:22]=1)[OH:34]. Reported procedure: With the same method as for Compound 13, a Grignard reagent was prepared from magnesium (Wako Pure Chemical Industries, Ltd.) and bromobenzene (Wako Pure Chemical Industries, Ltd.), and di-2-pyridyl ketone (Aldrich) was allowed to react with the reagent, to thereby obtain the title compound. Reactants: COc1ccccc1CSc1nc2ccccc2n1C(C(=O)[O-])C(C)(C)C, ClCCl, O=C(O)C(F)(F)F. Product: COc1ccccc1CSc1nc2ccccc2n1CC(=O)O. As a reaction SMILES: [C:1]([CH3:2])([CH3:3])([CH3:4])[CH:5]([C:6](=[O:7])[O-:8])[n:9]1[c:10]([S:18][CH2:19][c:20]2[c:21]([O:26][CH3:27])[cH:22][cH:23][cH:24][cH:25]2)[n:11][c:12]2[c:13]1[cH:14][cH:15][cH:16][cH:17]2.[Cl:35][CH2:36][Cl:37].[F:28][C:29]([F:30])([F:31])[C:32]([OH:33])=[O:34]>>[CH2:5]([C:6](=[O:7])[OH:8])[n:9]1[c:10]([S:18][CH2:19][c:20]2[c:21]([O:26][CH3:27])[cH:22][cH:23][cH:24][cH:25]2)[n:11][c:12]2[c:13]1[cH:14][cH:15][cH:16][cH:17]2.